describe an organic reaction: reactants, conditions, products, and yield From a dataset of the Open Reaction Database (ORD), a public repository of structured organic reaction records. The reactants are ClC1=C(C(N(C(N1CC1=CC=C(C=C1)C1=C(C=CC=C1)C1=NN=NN1C(C1=CC=CC=C1)(C1=CC=CC=C1)C1=CC=CC=C1)=O)CCC)=O)C1=CC=CC=C1 (6-chloro-5-phenyl-3-propyl-1-[[2'-(N-trityltetrazol-5-yl)biphenyl-4-yl]methyl]pyrimidine-2,4(1H,3H)-dione), C(CC)S (propylmercaptan), C([O-])([O-])=O.[K+].[K+] (potassium carbonate). The solvent is C(C)#N (acetonitrile). Product: C1(=CC=CC=C1)C=1C(N(C(N(C1SCCC)CC1=CC=C(C=C1)C1=C(C=CC=C1)C1=NN=NN1)=O)CCC)=O (5-Phenyl-3-propyl-6-propylthio-1-[[2'-(1H-tetrazol-5-yl)biphenyl-4-yl]methyl]pyrimidine-2,4(1H,3H)-dione). Yield: 72.0%. Reaction SMILES: Cl[C:2]1[N:7]([CH2:8][C:9]2[CH:14]=[CH:13][C:12]([C:15]3[CH:20]=[CH:19][CH:18]=[CH:17][C:16]=3[C:21]3[N:25](C(C4C=CC=CC=4)(C4C=CC=CC=4)C4C=CC=CC=4)[N:24]=[N:23][N:22]=3)=[CH:11][CH:10]=2)[C:6](=[O:45])[N:5]([CH2:46][CH2:47][CH3:48])C(=O)[C:3]=1[C:50]1[CH:55]=[CH:54][CH:53]=[CH:52][CH:51]=1.[CH2:56]([SH:59])[CH2:57][CH3:58].[C:60](=[O:63])([O-])[O-].[K+].[K+]>C(#N)C>[C:50]1([C:3]2[C:60](=[O:63])[N:5]([CH2:46][CH2:47][CH3:48])[C:6](=[O:45])[N:7]([CH2:8][C:9]3[CH:14]=[CH:13][C:12]([C:15]4[CH:20]=[CH:19][CH:18]=[CH:17][C:16]=4[C:21]4[NH:22][N:23]=[N:24][N:25]=4)=[CH:11][CH:10]=3)[C:2]=2[S:59][CH2:56][CH2:57][CH3:58])[CH:51]=[CH:52][CH:53]=[CH:54][CH:55]=1 |f:2.3.4|. Reported procedure: A mixture of 6-chloro-5-phenyl-3-propyl-1-[[2'-(N-trityltetrazol-5-yl)biphenyl-4-yl]methyl]pyrimidine-2,4(1H,3H)-dione (0.5 g), propylmercaptan (0.08 ml) and potassium carbonate (0.14 g) in acetonitrile (10 ml) was heated under reflux for 4 hours with stirring. The reaction mixture was allowed to cool and the precipitate was removed by filtration. The filtrate was concentrated to dryness. The resulting residue was dissolved in methanol (15 ml) and 1N hydrochloric acid (1 ml) and the mixture was ... Starting materials: CC(C)=O, Cc1cc(C=O)c(C)n1-c1ccc(F)cc1C(F)(F)F, [K+], O=[Mn](=O)(=O)[O-], OO. As a reaction SMILES: [CH3:29][C:30](=[O:31])[CH3:32].[F:1][c:2]1[cH:3][c:4]([C:17]([F:18])([F:19])[F:20])[c:5](-[n:8]2[c:9]([CH3:16])[c:10]([CH:14]=[O:15])[cH:11][c:12]2[CH3:13])[cH:6][cH:7]1.[K+:26].[Mn:21](=[O:22])([O-:23])(=[O:24])=[O:25].[OH:27][OH:28]>>[F:1][c:2]1[cH:3][c:4]([C:17]([F:18])([F:19])[F:20])[c:5](-[n:8]2[c:9]([CH3:16])[c:10]([C:14](=[O:15])[OH:22])[cH:11][c:12]2[CH3:13])[cH:6][cH:7]1. Yields the product Cc1cc(C(=O)O)c(C)n1-c1ccc(F)cc1C(F)(F)F. Reactants: COc1ccccc1 (substrate), C[Mg]Br (effective_coupling_partner). Reagents/catalysts: PCy3. Run at temperature 110 celsius, time 20 minute. Product: Cc1ccccc1. Reactants: ClCCl, COC(=O)C#CC(O)c1ccc(SC)cc1. Yields the product COC(=O)C#CC(=O)c1ccc(SC)cc1. RXN SMILES: [CH2:17]([Cl:18])[Cl:19].[OH:1][CH:2]([C:3]#[C:4][C:5](=[O:6])[O:7][CH3:8])[c:9]1[cH:10][cH:11][c:12]([S:15][CH3:16])[cH:13][cH:14]1>>[O:1]=[C:2]([C:3]#[C:4][C:5](=[O:6])[O:7][CH3:8])[c:9]1[cH:10][cH:11][c:12]([S:15][CH3:16])[cH:13][cH:14]1. Reactants: Cc1c[nH]cn1, CC#N, CCN(C(C)C)C(C)C, O=[N+]([O-])c1ccc(F)c(F)c1. The product is Cc1cn(-c2ccc([N+](=O)[O-])cc2F)cn1. Reaction SMILES: [CH3:1][c:2]1[n:3][cH:4][nH:5][cH:6]1.[CH3:27][C:28]#[N:29].[CH:7]([N:8]([CH2:9][CH3:10])[CH:11]([CH3:12])[CH3:13])([CH3:14])[CH3:15].[F:16][c:17]1[cH:18][c:19]([N+:24](=[O:25])[O-:26])[cH:20][cH:21][c:22]1[F:23]>>[CH3:1][c:2]1[n:3][cH:4][n:5](-[c:22]2[c:17]([F:16])[cH:18][c:19]([N+:24](=[O:25])[O-:26])[cH:20][cH:21]2)[cH:6]1. The reactants are C(C)(=O)[O-].[Na+] (sodium acetate), BrC(C(C(F)(F)F)=O)(C)Br (3,3-dibromo-1,1,1-trifluorobutanone), FC1=CC2=C(N(C(CO2)=O)CC#C)C=C1NN (7-fluoro-6-hydrazino-4-propargyl-2H-1,4-benzoxazin-3-one). Solvent: O (water). Conditions: time 30 minute. Yields the product FC1=CC2=C(N(C(CO2)=O)CC#C)C=C1NN=C(C(C(F)(F)F)=O)C (1,1,1-trifluoro-2,3-butandione 3-(7-fluoro-3-oxo-4-propargyl-2H-1,4-benzoxazin-6-ylhydrazone)). As a reaction SMILES: C([O-])(=O)C.[Na+].Br[C:7](Br)([CH3:14])[C:8](=[O:13])[C:9]([F:12])([F:11])[F:10].[F:16][C:17]1[C:30]([NH:31][NH2:32])=[CH:29][C:20]2[N:21]([CH2:26][C:27]#[CH:28])[C:22](=[O:25])[CH2:23][O:24][C:19]=2[CH:18]=1>O>[F:16][C:17]1[C:30]([NH:31][N:32]=[C:7]([CH3:14])[C:8](=[O:13])[C:9]([F:12])([F:11])[F:10])=[CH:29][C:20]2[N:21]([CH2:26][C:27]#[CH:28])[C:22](=[O:25])[CH2:23][O:24][C:19]=2[CH:18]=1 |f:0.1|. Procedure details: To a mixed solution of 8.0 g (97.2 mmol) of sodium acetate and about 50 ml of water was added under ice cooling 6.9 g (24.3 mmol) of 3,3-dibromo-1,1,1-trifluorobutanone, and the reaction was allowed to proceed at 80° C. for 30 minutes. Then, the reaction mixture was cooled to 0° C., to which 4.4 g (18.7 mmol) of 7-fluoro-6-hydrazino-4-propargyl-2H-1,4-benzoxazin-3-one was added, and the reaction mixture was stirred at room temperature for 2 hours. The precipitated crystals were collected by filt... Starting materials: FC1=CC=C(C=C1)NC(=O)N (N-[4-fluorophenyl]urea), Cl (hydrochloric acid), C(#N)C1=CC=C(C=O)C=C1 (4-cyanobenzaldehyde), O=C(CC(=O)OCC)C (ethyl 3-oxobutanoate). Solvent: C1CCOC1 (THF). Yields the product C(#N)C1=CC=C(C=C1)C1NC(N(C(=C1C(=O)OCC)C)C1=CC=C(C=C1)F)=O (Ethyl 4-(4-cyanophenyl)-6-methyl-2-oxo-1-[4-fluorophenyl]-1,2,3,4-tetrahydro-5-pyrimidinecarboxylate). As a reaction SMILES: [F:1][C:2]1[CH:7]=[CH:6][C:5]([NH:8][C:9]([NH2:11])=[O:10])=[CH:4][CH:3]=1.[C:12]([C:14]1[CH:21]=[CH:20][C:17]([CH:18]=O)=[CH:16][CH:15]=1)#[N:13].O=[C:23]([CH3:30])[CH2:24][C:25]([O:27][CH2:28][CH3:29])=[O:26].Cl>C1COCC1>[C:12]([C:14]1[CH:21]=[CH:20][C:17]([CH:18]2[C:24]([C:25]([O:27][CH2:28][CH3:29])=[O:26])=[C:23]([CH3:30])[N:8]([C:5]3[CH:4]=[CH:3][C:2]([F:1])=[CH:7][CH:6]=3)[C:9](=[O:10])[NH:11]2)=[CH:16][CH:15]=1)#[N:13]. Procedure details: 154 mg (1.0 mmol) N-[4-fluorophenyl]urea, 101 mg (0.77 mmol) 4-cyanobenzaldehyde, and 100 mg (0.77 mmol) ethyl 3-oxobutanoate are suspended in 2 ml of THF, and catalytic amounts of concentrated hydrochloric acid are added. The mixture is stirred at reflux for 18 hours. After cooling down to room temperature, the solvent is removed in vacuo and the residue is purified by column chromatography on silica with cyclohexane/ethyl acetate as eluent. Yields the product COC1(OC)C=CC(=O)C2CN(Cc3ccccc3)CC21. Starting materials: O=C([O-])[O-], CCCCOCN(Cc1ccccc1)C[Si](C)(C)C, COC1(OC)C=CC(=O)C=C1, ClCCl, [K+], [K+], O=C(O)C(F)(F)F. Reaction SMILES: [C:38](=[O:39])([O-:40])[O-:41].[CH2:12]([O:13][CH2:17][N:18]([CH2:19][Si:14]([CH3:15])([CH3:16])[CH3:20])[CH2:24][c:25]1[cH:26][cH:27][cH:28][cH:29][cH:30]1)[CH2:21][CH2:22][CH3:23].[CH3:1][O:2][C:3]1([O:10][CH3:11])[CH:4]=[CH:5][C:6](=[O:9])[CH:7]=[CH:8]1.[Cl:44][CH2:45][Cl:46].[K+:42].[K+:43].[OH:31][C:32]([C:33]([F:34])([F:35])[F:36])=[O:37]>>[CH3:1][O:2][C:3]1([O:10][CH3:11])[CH:4]=[CH:5][C:6](=[O:9])[CH:7]2[CH:8]1[CH2:17][N:18]([CH2:24][c:25]1[cH:26][cH:27][cH:28][cH:29][cH:30]1)[CH2:19]2. Starting materials: FC(C1=CC=C(C=C1)N1C(SCC1=O)=O)(F)F (3-(4-trifluoromethylphenyl)-thiazolidine-2,4-dione), CN1CCN(CC1)C1=C(C=O)C=CC=C1 (2-(4-methylpiperazin-1-yl)benzaldehyde). The solvent is CN(C=O)C (DMF). Reaction conditions: time 8 hour. Yields the product CN1CCN(CC1)C1=C(C=CC=C1)C=CC(=O)NC1=CC=C(C=C1)C(F)(F)F (3-[2-(4-Methylpiperazin-1-yl)phenyl]-N-(4-trifluoromethylphenyl)-acrylamide). Reaction SMILES: [F:1][C:2]([F:17])([F:16])[C:3]1[CH:8]=[CH:7][C:6]([N:9]2[C:13](=[O:14])[CH2:12]SC2=O)=[CH:5][CH:4]=1.[CH3:18][N:19]1[CH2:24][CH2:23][N:22]([C:25]2[CH:32]=[CH:31][CH:30]=[CH:29][C:26]=2[CH:27]=O)[CH2:21][CH2:20]1>CN(C)C=O>[CH3:18][N:19]1[CH2:24][CH2:23][N:22]([C:25]2[CH:32]=[CH:31][CH:30]=[CH:29][C:26]=2[CH:27]=[CH:12][C:13]([NH:9][C:6]2[CH:5]=[CH:4][C:3]([C:2]([F:1])([F:16])[F:17])=[CH:8][CH:7]=2)=[O:14])[CH2:21][CH2:20]1. Reported procedure: In a flame-dried 3-neck round bottom flask equipped with a magnetic stir bar, sodium hydride (50 mg, 1.25 mmol of a 60% oil dispersion) was washed with hexane and covered with 6.0 mL of anhydrous dimethylformamide (DMF). To this was added a solution of 3-(4-trifluoromethylphenyl)-thiazolidine-2,4-dione (240 mg, 0.92 mmol) and 2-(4-methylpiperazin-1-yl)benzaldehyde (170 mg, 0.84 mmol) in 2 mL of DMF. After stirring at room temperature overnight the mixture was heated to reflux for 4 hours and coo... Reactants: C#Cc1ccc(SC)cc1, CCOC(=O)C=CI. Product: CCOC(=O)C=CC#Cc1ccc(SC)cc1. As a reaction SMILES: [C:1](#[CH:2])[c:3]1[cH:4][cH:5][c:6]([S:9][CH3:10])[cH:7][cH:8]1.[CH2:11]([CH3:12])[O:13][C:14]([CH:15]=[CH:16][I:17])=[O:18]>>[C:1](#[C:2][CH:16]=[CH:15][C:14]([O:13][CH2:11][CH3:12])=[O:18])[c:3]1[cH:4][cH:5][c:6]([S:9][CH3:10])[cH:7][cH:8]1.